describe an organic reaction: reactants, conditions, products, and yield From a dataset of the Open Reaction Database (ORD), a public repository of structured organic reaction records. Reactants: O=C([O-])O, C=O, CCO, CC(=O)N1CCC(C(=O)NCC(=O)c2ccc(F)cc2)CC1, [Na+], O. Yields the product CC(=O)N1CCC(C(=O)NC(CO)C(=O)c2ccc(F)cc2)CC1. RXN SMILES: [C:26](=[O:27])([OH:28])[O-:29].[CH2:31]=[O:32].[CH3:23][CH2:24][OH:25].[F:1][c:2]1[cH:3][cH:4][c:5]([C:8]([CH2:9][NH:10][C:11](=[O:12])[CH:13]2[CH2:14][CH2:15][N:16]([C:19]([CH3:20])=[O:21])[CH2:17][CH2:18]2)=[O:22])[cH:6][cH:7]1.[Na+:30].[OH2:33]>>[F:1][c:2]1[cH:3][cH:4][c:5]([C:8]([CH:9]([NH:10][C:11](=[O:12])[CH:13]2[CH2:14][CH2:15][N:16]([C:19]([CH3:20])=[O:21])[CH2:17][CH2:18]2)[CH2:24][OH:25])=[O:22])[cH:6][cH:7]1.